Task: describe an organic reaction: reactants, conditions, products, and yield. Dataset: the Open Reaction Database (ORD), a public repository of structured organic reaction records The reactants are C(C1=CC=CC=C1)OC(=O)Cl (benzylchloroformate), CNC1=C(C=C(C=C1)[N+](=O)[O-])O (2-methylamino -5-nitrophenol), C([O-])([O-])=O.[Ca+2] (calcium carbonate). The solvent is O1CCOCC1 (dioxane). Yields the product C(C1=CC=CC=C1)OC(=O)N(C)C1=C(C=C(C=C1)[N+](=O)[O-])O (2-(N-benzyloxycarbonyl-N-methylamino)-5-nitrophenol). RXN SMILES: [CH2:1]([O:8][C:9](Cl)=[O:10])[C:2]1[CH:7]=[CH:6][CH:5]=[CH:4][CH:3]=1.[CH3:12][NH:13][C:14]1[CH:19]=[CH:18][C:17]([N+:20]([O-:22])=[O:21])=[CH:16][C:15]=1[OH:23].C(=O)([O-])[O-].[Ca+2]>O1CCOCC1>[CH2:1]([O:8][C:9]([N:13]([C:14]1[CH:19]=[CH:18][C:17]([N+:20]([O-:22])=[O:21])=[CH:16][C:15]=1[OH:23])[CH3:12])=[O:10])[C:2]1[CH:7]=[CH:6][CH:5]=[CH:4][CH:3]=1 |f:2.3|. Procedure details: 0.26 mole (40 ml) of benzylchloroformate are added dropwise to 0.24 mole (41.5 g) of 2-methylamino -5-nitrophenol and 15.6 g of calcium carbonate in 125 ml of dioxane brought to 80° C., the temperature being maintained at between 80° C. and 95° C. When the addition is complete, heating is maintained for a further 2 hours. The inorganic salts present in the reaction medium are removed by filtration while hot. After the addition of ice-cold water, the expected product crystallizes. The product obt... Reaction SMILES: [Br:8][CH2:9][C:10](=[O:11])[O:12][C:13]([CH3:14])([CH3:15])[CH3:16].[CH:1]([CH2:2][CH2:3][CH2:4][CH2:5][CH3:6])=[O:7].[Zn:17]>>[CH:1]([CH2:2][CH2:3][CH2:4][CH2:5][CH3:6])([OH:7])[CH2:9][C:10](=[O:11])[O:12][C:13]([CH3:14])([CH3:15])[CH3:16]. Reactants: CC(C)(C)OC(=O)CBr, CCCCCC=O, [Zn]. Yields the product CCCCCC(O)CC(=O)OC(C)(C)C. Reactants: ice, [N+](=[N-])=C (diazomethane), C1(CCCC1)CC(=O)O (cyclopentylacetic acid). Solvent: CCOCC (ether), CCOCC (ether). Yields the product C1(CCCC1)CC(=O)OC (methyl cyclopentylacetate). The yield is 62.5%. As a reaction SMILES: [CH:1]1([CH2:6][C:7]([OH:9])=[O:8])[CH2:5][CH2:4][CH2:3][CH2:2]1.[N+](=[CH2:12])=[N-]>CCOCC>[CH:1]1([CH2:6][C:7]([O:9][CH3:12])=[O:8])[CH2:5][CH2:4][CH2:3][CH2:2]1. Procedure details: To an ice-cooled and stirred solution of cyclopentylacetic acid (7.9 g, 0.062 mol) in 30 ml of ether was added an excess solution of diazomethane in ether. After concentration, the residue was distilled under reduced pressure to give a colorless transparent liquid of methyl cyclopentylacetate (yielded amount 5.5g, 0.039 mol, yield 62.5%, b.p. 64°-65° C./15 mmHg). Then, a solution of n-butyl lithium in hexane (1.58N, 55.7 ml, 0.088 mol) was added dropwise to a stirred solution of dimethyl methylp... The reactants are CC(C)(C)N1CCC(=O)CC1, CC(=O)O[BH-](OC(C)=O)OC(C)=O, CC(=O)O, NCc1ccccc1, [Na+]. RXN SMILES: [C:1]([CH3:2])([CH3:3])([CH3:4])[N:5]1[CH2:6][CH2:7][C:8](=[O:11])[CH2:9][CH2:10]1.[C:20]([O:21][BH-:22]([O:23][C:24](=[O:25])[CH3:26])[O:27][C:28](=[O:29])[CH3:30])(=[O:31])[CH3:32].[CH3:34][C:35](=[O:36])[OH:37].[NH2:12][CH2:13][c:14]1[cH:15][cH:16][cH:17][cH:18][cH:19]1.[Na+:33]>>[C:1]([CH3:2])([CH3:3])([CH3:4])[N:5]1[CH2:6][CH2:7][CH:8]([NH:12][CH2:13][c:14]2[cH:15][cH:16][cH:17][cH:18][cH:19]2)[CH2:9][CH2:10]1. Yields the product CC(C)(C)N1CCC(NCc2ccccc2)CC1. Reactants: BrC1=CC=C(C=N1)N (6-bromo-pyridin-3-ylamine), II (I2), CCCCCC (hexane). Reagents/catalysts: [O-]S(=O)(=O)[O-].[Ag+].[Ag+] (Ag2SO4). The solvent is CCO (EtOH). Run at time 8 hour. Yields the product BrC1=CC=C(C(=N1)I)N (6-bromo-2-iodo-pyridin-3-ylamine). The yield is 64.6%. As a reaction SMILES: [Br:1][C:2]1[N:7]=[CH:6][C:5]([NH2:8])=[CH:4][CH:3]=1.[I:9]I.CCCCCC>CCO.[O-]S([O-])(=O)=O.[Ag+].[Ag+]>[Br:1][C:2]1[N:7]=[C:6]([I:9])[C:5]([NH2:8])=[CH:4][CH:3]=1 |f:4.5.6|. Procedure details: To a stirred solution of 6-bromo-pyridin-3-ylamine (10.2 g, 0.0580 mol) and Ag2SO4 (18.1 g, 0.0580 mol) in EtOH (150 mL) was added I2 (7.59 g, 0.0580 mol) and the reaction was allowed to stir overnight. At this time hexane (200 mL) was added and the resultant mixture was filtered through Celite. The solvent was removed in vacuo, dissolved in CHCl3 (200 mL), washed with aqueous saturated Na2S2O3 (100 mL), water (1×100 mL), and dried (Na2SO4). The solvent was concentrated in vacuo and the residue ... Starting materials: FC1=NC=CN=C1 (2-fluoropyrazine), ClC1=CC=CC(=N1)C(=O)OC (Methyl 6-chloropyridine-2-carboxylate), CC1(NC(CCC1)(C)C)C (2,2,6,6-tetramethylpiperidine), [Li]CCCC (BuLi). Solvent: C1CCOC1 (THF), C1CCOC1 (THF), C1CCOC1 (THF). Run at temperature -30 celsius, time 10 minute. The product is ClC1=CC=CC(=N1)C(=O)C1=NC=CN=C1F ((6-chloropyridin-2-yl)(3-fluoropyrazin-2-yl)methanone). Isolated yield 46.2%. As a reaction SMILES: CC1(C)CCCC(C)(C)N1.[Li]CCCC.[F:16][C:17]1[CH:22]=[N:21][CH:20]=[CH:19][N:18]=1.[Cl:23][C:24]1[N:29]=[C:28]([C:30](OC)=[O:31])[CH:27]=[CH:26][CH:25]=1>C1COCC1>[Cl:23][C:24]1[N:29]=[C:28]([C:30]([C:22]2[C:17]([F:16])=[N:18][CH:19]=[CH:20][N:21]=2)=[O:31])[CH:27]=[CH:26][CH:25]=1. Procedure: 2,2,6,6-tetramethylpiperidine (1.729 g, 2.066 mL, 12.24 mmol) was dissolved in THF (20.00 mL) and cooled to −30° C. under nitrogen. BuLi (4.488 mL of 2.5 M, 11.22 mmol) was added dropwise and the reaction allowed to warm to 0° C. Stir at this temperature for 10 minutes then cooled to −78° C. A solution of 2-fluoropyrazine (1 g, 10.20 mmol) in THF (4.000 mL) was added slowly and the mixture stirred at −78° C. for 1 h. Methyl 6-chloropyridine-2-carboxylate (1.750 g, 10.20 mmol) in THF (6.000 mL) w... Reaction SMILES: [C:1]([C:3]1[CH:8]=[CH:7][CH:6]=[CH:5][C:4]=1[C:9]1[CH:14]=[CH:13][C:12]([CH2:15][C:16]2[C:17](=[O:39])[N:18]([C@H:28]3[CH2:31][C@H:30]([O:32][CH2:33][C:34](OCC)=[O:35])[CH2:29]3)[C:19]3[N:20]([N:25]=[CH:26][N:27]=3)[C:21]=2[CH2:22][CH2:23][CH3:24])=[CH:11][CH:10]=1)#[N:2].[CH2:40]([Mg]Br)[CH3:41].[Cl-].[NH4+].O1CC[CH2:48][CH2:47]1>>[CH2:47]([C:34]([OH:35])([CH2:40][CH3:41])[CH2:33][O:32][C@H:30]1[CH2:29][C@H:28]([N:18]2[C:17](=[O:39])[C:16]([CH2:15][C:12]3[CH:13]=[CH:14][C:9]([C:4]4[C:3]([C:1]#[N:2])=[CH:8][CH:7]=[CH:6][CH:5]=4)=[CH:10][CH:11]=3)=[C:21]([CH2:22][CH2:23][CH3:24])[N:20]3[N:25]=[CH:26][N:27]=[C:19]23)[CH2:31]1)[CH3:48] |f:2.3|. Reaction conditions: time 6 hour. Reported procedure: Ethyl [(trans-3-{6-[(2′-cyanobiphenyl-4-yl)methyl]-5-oxo-7-propyl[1,2,4]triazolo[1,5-a]pyrimidin-4(5H)-yl}cyclobutyl)oxy]acetate (0.077 g) was dissolved in tetrahydrofuran (10 mL), and ethylmagnesium bromide (3.0 M diethyl ether solution, 0.15 mL) was added at room temperature. The reaction mixture was stirred for 6 hr, saturated aqueous ammonium chloride solution was added to the reaction mixture, and the mixture was extracted with ethyl acetate. The obtained ethyl acetate layer was washed with... The product is C(C)C(CO[C@@H]1C[C@H](C1)N1C=2N(C(=C(C1=O)CC1=CC=C(C=C1)C=1C(=CC=CC1)C#N)CCC)N=CN2)(CC)O (4′-({4-[trans-3-(2-ethyl-2-hydroxybutoxy)cyclobutyl]-5-oxo-7-propyl-4,5-dihydro[1,2,4]triazolo[1,5-a]pyrimidin-6-yl}methyl)biphenyl-2-carbonitrile). The reactants are C(C)[Mg]Br (ethylmagnesium bromide), C(#N)C1=C(C=CC=C1)C1=CC=C(C=C1)CC=1C(N(C=2N(C1CCC)N=CN2)[C@@H]2C[C@H](C2)OCC(=O)OCC)=O (Ethyl [(trans-3-{6-[(2′-cyanobiphenyl-4-yl)methyl]-5-oxo-7-propyl[1,2,4]triazolo[1,5-a]pyrimidin-4(5H)-yl}cyclobutyl)oxy]acetate), O1CCCC1 (tetrahydrofuran), [Cl-].[NH4+] (ammonium chloride). Yield: 76.0%. The reactants are [N+](=O)([O-])C=1C=CC(=NC1)N1N=CN=C1 (5-nitro-2-(1H-1,2,4-triazol-1-yl)pyridine). The reagents and catalysts are [Pd] (Pd/C). Solvent: CO (methanol). Product: N1(N=CN=C1)C1=CC=C(C=N1)N (6-(1H-1,2,4-triazol-1-yl)pyridin-3-amine). RXN SMILES: [N+:1]([C:4]1[CH:5]=[CH:6][C:7]([N:10]2[CH:14]=[N:13][CH:12]=[N:11]2)=[N:8][CH:9]=1)([O-])=O>[Pd].CO>[N:10]1([C:7]2[N:8]=[CH:9][C:4]([NH2:1])=[CH:5][CH:6]=2)[CH:14]=[N:13][CH:12]=[N:11]1. Reported procedure: 5-nitro-2-(1H-1,2,4-triazol-1-yl)pyridine (100 mg, 0.523 mmol) from step 1 of this example was added Pd/C (111 mg, 0.105 mmol) and methanol (5.2 mL). Set the reaction on Parr Shaker at 50 psi (345 kPa) for overnight. The solution was filtered through CELITE and rinsed with methanol to give the title compound as a white solid. The reactants are Cl (HCl), Cl (HCl), C(C=C)N (2-propen-1-amine), C1(CCCC1)C=O (cyclopentanecarboxaldehyde), C(#N)[BH3-].[Na+] (sodium cyanoborohydride). Run in CO (methanol), O (H2O). Yields the product C(C=C)NCC1CCCC1 (N-(2-Propenyl)cyclopentanemethanamine). As a reaction SMILES: [CH2:1]([NH2:4])[CH:2]=[CH2:3].[CH:5]1([CH:10]=O)[CH2:9][CH2:8][CH2:7][CH2:6]1.C([BH3-])#N.[Na+].Cl>O.CO>[CH2:1]([NH:4][CH2:10][CH:5]1[CH2:9][CH2:8][CH2:7][CH2:6]1)[CH:2]=[CH2:3] |f:2.3|. Procedure: To 100 mL of methanol is added 5.7 g (0.1 mol) of 2-propen-1-amine, 9.8 g (0.1 mol) of cyclopentanecarboxaldehyde and 12 g (0.2 mol) of sodium cyanoborohydride. Adjust the pH to 6 with concentrated HCl and monitor the reaction with thin-layer chromatography. Upon completion add concentrated HCl until gas evolution ceases. Add 300 mL of H2O and extract once with 200 mL of ether. Add 1N NaOH to the aqueous solution until it is basic and extract twice with 200 mL of ether. Dry the organic phase ove... Starting materials: ClC1=NC(=CC=2N1C=CN2)C2=CC=C(C=C2)N2CCOCC2 (4-(4-(5-Chloroimidazo[1,2-c]pyrimidin-7-yl)phenyl)morpholine), CC1(OB(OC1(C)C)C=1C=NNC1)C (4-(4,4,5,5-tetramethyl-1,3,2-dioxaborolan-2-yl)-1H-pyrazole), C([O-])([O-])=O.[K+].[K+] (potassium carbonate). Reagents/catalysts: C=1C=CC(=CC1)[P](C=2C=CC=CC2)(C=3C=CC=CC3)[Pd]([P](C=4C=CC=CC4)(C=5C=CC=CC5)C=6C=CC=CC6)([P](C=7C=CC=CC7)(C=8C=CC=CC8)C=9C=CC=CC9)[P](C=1C=CC=CC1)(C=1C=CC=CC1)C=1C=CC=CC1 (tetrakis(triphenylphosphine)palladium). Run in COCCOC (DME), O (water). Reaction conditions: temperature 100 celsius. Yields the product N1N=CC(=C1)C1=NC(=CC=2N1C=CN2)C2=CC=C(C=C2)N2CCOCC2 (4-(4-(5-(1H-pyrazol-4-yl)imidazo[1,2-c]pyrimidin-7-yl)phenyl)morpholine). Isolated yield 36.2%. RXN SMILES: Cl[C:2]1[N:7]2[CH:8]=[CH:9][N:10]=[C:6]2[CH:5]=[C:4]([C:11]2[CH:16]=[CH:15][C:14]([N:17]3[CH2:22][CH2:21][O:20][CH2:19][CH2:18]3)=[CH:13][CH:12]=2)[N:3]=1.CC1(C)C(C)(C)OB([C:31]2[CH:32]=[N:33][NH:34][CH:35]=2)O1.C(=O)([O-])[O-].[K+].[K+]>COCCOC.O.C1C=CC([P]([Pd]([P](C2C=CC=CC=2)(C2C=CC=CC=2)C2C=CC=CC=2)([P](C2C=CC=CC=2)(C2C=CC=CC=2)C2C=CC=CC=2)[P](C2C=CC=CC=2)(C2C=CC=CC=2)C2C=CC=CC=2)(C2C=CC=CC=2)C2C=CC=CC=2)=CC=1>[NH:33]1[CH:32]=[C:31]([C:2]2[N:7]3[CH:8]=[CH:9][N:10]=[C:6]3[CH:5]=[C:4]([C:11]3[CH:16]=[CH:15][C:14]([N:17]4[CH2:22][CH2:21][O:20][CH2:19][CH2:18]4)=[CH:13][CH:12]=3)[N:3]=2)[CH:35]=[N:34]1 |f:2.3.4,^1:53,55,74,93|. Reported procedure: 4-(4-(5-Chloroimidazo[1,2-c]pyrimidin-7-yl)phenyl)morpholine (0.0400 g, 0.127 mmol), 4-(4,4,5,5-tetramethyl-1,3,2-dioxaborolan-2-yl)-1H-pyrazole (0.0370 g, 0.191 mmol) and potassium carbonate (0.0527 g, 0.381 mmol) were suspended in a mixture of DME (2 mL) and water (1 mL) and de-gassed with argon for 5 minutes. Tetrakis(triphenylphosphine)palladium (0) (0.00734 g, 0.00635 mmol) was added and the reaction sealed and heated at 100° C. for 2 hours. The reaction mixture was concentrated under reduc...